This data is from the Open Reaction Database (ORD), a public repository of structured organic reaction records. The task is: describe an organic reaction: reactants, conditions, products, and yield The reactants are O=C([O-])[O-], CC#N, Fc1cccnc1C1CCC(c2nnc3n2-c2ccc(Cl)cc2CNC3)CC1, [Cs+], [Cs+], O=S(=O)(OCC(F)F)C(F)(F)F. The product is Fc1cccnc1C1CCC(c2nnc3n2-c2ccc(Cl)cc2CN(CC(F)F)C3)CC1. RXN SMILES: [C:29](=[O:30])([O-:31])[O-:32].[CH3:47][C:48]#[N:49].[Cl:1][c:2]1[cH:3][c:4]2[c:5]([cH:27][cH:28]1)-[n:6]1[c:7]([CH:14]3[CH2:15][CH2:16][CH:17]([c:20]4[n:21][cH:22][cH:23][cH:24][c:25]4[F:26])[CH2:18][CH2:19]3)[n:8][n:9][c:10]1[CH2:11][NH:12][CH2:13]2.[Cs+:33].[Cs+:34].[F:35][C:36]([F:37])([F:38])[S:39]([O:40][CH2:41][CH:42]([F:43])[F:44])(=[O:45])=[O:46]>>[Cl:1][c:2]1[cH:3][c:4]2[c:5]([cH:27][cH:28]1)-[n:6]1[c:7]([CH:14]3[CH2:15][CH2:16][CH:17]([c:20]4[n:21][cH:22][cH:23][cH:24][c:25]4[F:26])[CH2:18][CH2:19]3)[n:8][n:9][c:10]1[CH2:11][N:12]([CH2:41][CH:42]([F:43])[F:44])[CH2:13]2. The reactants are C[Si](C)(C)P(OCC)([O-])C(OCC)OCC (ethyl trimethylsilyl(diethoxymethyl)phosphonite), C(=C)C(=O)C1=CC=C(C=C1)Cl (4-chlorophenyl vinyl ketone), C(Cl)(Cl)Cl (chloroform). Run in O (water). Run at time 1 hour. The product is ClC1=CC=C(C(=O)CCP(OCC)(=O)C(OCC)OCC)C=C1 (ethyl 2-4-chlorobenzoyl-ethyl(diethoxymethyl)phosphinate). Reaction SMILES: C[Si]([PH:5]([CH:10]([O:14][CH2:15][CH3:16])[O:11][CH2:12][CH3:13])([O-:9])[O:6][CH2:7][CH3:8])(C)C.[CH:17]([C:19]([C:21]1[CH:26]=[CH:25][C:24]([Cl:27])=[CH:23][CH:22]=1)=[O:20])=[CH2:18].C(Cl)(Cl)Cl>O>[Cl:27][C:24]1[CH:23]=[CH:22][C:21]([C:19]([CH2:17][CH2:18][P:5]([CH:10]([O:14][CH2:15][CH3:16])[O:11][CH2:12][CH3:13])(=[O:9])[O:6][CH2:7][CH3:8])=[O:20])=[CH:26][CH:25]=1. Procedure: 17.7 g of ethyl trimethylsilyl(diethoxymethyl)phosphonite is added dropwise to a stirred solution of 11.7 g of 4-chlorophenyl vinyl ketone under an atmosphere of nitrogen, at room temperature. The reaction mixture is stirred for a period of 1 hour, 25 ml of chloroform is added followed by 10 ml of water and this mixture is vigorously stirred for a period of 0.5 h. The organic layer is then separated, dried over magnesium sulphate and concentrated under reduced pressure to give ethyl 2-4-chlorobe... Reactants: CO, O=C1CCC(=O)N1Br, O, COC(=O)COc1cccc2c(CCSCCc3ccccc3)c(C)oc12. Yields the product COC(=O)COc1cccc2c(CCS(=O)CCc3ccccc3)c(C)oc12. RXN SMILES: [CH3:37][OH:38].[O:28]=[C:29]1[N:30]([Br:31])[C:32](=[O:33])[CH2:34][CH2:35]1.[OH2:36].[c:1]1([CH2:7][CH2:8][S:9][CH2:10][CH2:11][c:12]2[c:13]([CH3:27])[o:14][c:15]3[c:16]2[cH:17][cH:18][cH:19][c:20]3[O:21][CH2:22][C:23](=[O:24])[O:25][CH3:26])[cH:2][cH:3][cH:4][cH:5][cH:6]1>>[c:1]1([CH2:7][CH2:8][S:9]([CH2:10][CH2:11][c:12]2[c:13]([CH3:27])[o:14][c:15]3[c:16]2[cH:17][cH:18][cH:19][c:20]3[O:21][CH2:22][C:23](=[O:24])[O:25][CH3:26])=[O:28])[cH:2][cH:3][cH:4][cH:5][cH:6]1. Starting materials: CNC1=CC=CC=C1 (N-methylaniline), CC=1C(=NC(=NC1C)Cl)N1[C@@H](C2=CC=CC=C2CC1)C ((R)-5,6-dimethyl-4-(1-methyl-1,2,3,4-tetrahydroisoquinolin-2-yl)-2-chloropyrimidine). The solvent is CN(C=O)C (dimethyl formamide). The product is Cl.CC=1C(=NC(=NC1C)N(C)C1=CC=CC=C1)N1[C@@H](C2=CC=CC=C2CC1)C ((R)-5,6-Dimethyl-2-(N-methylphenylamino)-4-(1-methyl-1,2,3,4-tetrahydroisoquinolin-2-yl)pyrimidine hydrochloride). Isolated yield 29.0%. Reaction SMILES: [CH3:1][NH:2][C:3]1[CH:8]=[CH:7][CH:6]=[CH:5][CH:4]=1.[CH3:9][C:10]1[C:11]([N:18]2[CH2:27][CH2:26][C:25]3[C:20](=[CH:21][CH:22]=[CH:23][CH:24]=3)[C@H:19]2[CH3:28])=[N:12][C:13]([Cl:17])=[N:14][C:15]=1[CH3:16]>CN(C)C=O>[ClH:17].[CH3:9][C:10]1[C:11]([N:18]2[CH2:27][CH2:26][C:25]3[C:20](=[CH:21][CH:22]=[CH:23][CH:24]=3)[C@H:19]2[CH3:28])=[N:12][C:13]([N:2]([C:3]2[CH:8]=[CH:7][CH:6]=[CH:5][CH:4]=2)[CH3:1])=[N:14][C:15]=1[CH3:16] |f:3.4|. Reported procedure: After N-methylaniline(1.04 ml, 9.6 mmol) was added to a mixture solution of (R)-5,6-dimethyl-4-(1-methyl-1,2,3,4-tetrahydroisoquinolin-2-yl)-2-chloropyrimidine(1.4 g, 4.8 mmol) and dimethyl formamide(10 ml), 0.55 g of the title compound was obtained in accordance with the same procedure as in Step 2 of Example 1. Run in CN(C=O)C (dimethylformamide), CN(C=O)C (dimethylformamide). Reaction SMILES: [C:1]([OH:4])(=[S:3])[CH3:2].C(=O)([O-])[O-].[Cs+].[Cs+].[F:11][C:12]([F:26])([F:25])[C:13]1[CH:14]=[C:15]([CH:18]=[C:19]([C:21]([F:24])([F:23])[F:22])[CH:20]=1)[CH2:16]Br>CN(C)C=O>[C:1]([O:4][CH2:16][C:15]1[CH:18]=[C:19]([C:21]([F:23])([F:24])[F:22])[CH:20]=[C:13]([C:12]([F:11])([F:25])[F:26])[CH:14]=1)(=[S:3])[CH3:2] |f:1.2.3|. Run at time 10 minute. Reactants: C(C)(=S)O (Thioacetic acid), C([O-])([O-])=O.[Cs+].[Cs+] (caesium carbonate), FC(C=1C=C(CBr)C=C(C1)C(F)(F)F)(F)F (3,5-bis(trifluoromethyl)benzyl bromide). Procedure details: Thioacetic acid (5.13 ml) was added to a suspension of caesium carbonate (11.7 g) in dimethylformamide (120 ml) at room temperature. The solution was stirred for 10 min and a solution of 3,5-bis(trifluoromethyl)benzyl bromide (20 g) in dimethylformamide (10 ml) was added. The resulting solution was stirred for 16 h, in the dark. The solvent was removed in vacuo and the residue was partitioned between ethyl acetate and water. The organic layer was washed with water, dried (Na2SO4) and the solvent... Yields the product C(C)(=S)OCC1=CC(=CC(=C1)C(F)(F)F)C(F)(F)F (3,5-bis(trifluoromethyl)benzyl thioacetate). Reactants: C(C)(=O)OC(C)=O (acetic anhydride), CC(C[C@H](N)C(=O)O)C(=O)O (4-methylglutamic acid), C1(C=2C(C(=O)O1)=CC=CC2)=O (phthalic anhydride), crystalline material, NC(=O)N (urea). The solvent is C(C)O (ethanol), N1=CC=CC=C1 (pyridine). Reaction conditions: time 1 hour. Product: CC1CC(C(NC1=O)=O)N1C(C2=CC=CC=C2C1=O)=O (2-(5-methyl-2,6-dioxo-piperidin-3-yl)- 1,3-dihydro-2H-isoindole- 1,3-dione). Isolated yield 130.5%. RXN SMILES: [CH3:1][CH:2]([C:9]([OH:11])=O)[CH2:3][C@@H:4]([C:6]([OH:8])=O)[NH2:5].[C:12]1(=O)[O:17][C:15](=[O:16])[C:14]2=[CH:18][CH:19]=[CH:20][CH:21]=[C:13]12.[NH2:23]C(N)=O.C(OC(=O)C)(=O)C>N1C=CC=CC=1.C(O)C>[CH3:1][CH:2]1[C:9](=[O:11])[NH:23][C:6](=[O:8])[CH:4]([N:5]2[C:15](=[O:16])[C:14]3[C:13](=[CH:21][CH:20]=[CH:19][CH:18]=3)[C:12]2=[O:17])[CH2:3]1. Reported procedure: 2.00 g (11 mmoles) 4-methylglutamic acid and 1.95 g (13 mmoles) phthalic anhydride were heated for 6 hours under reflux in 15 ml of dry pyridine. After removing the solvent by distillation, the residue was heated to boiling for 1 hour in 10 ml acetic anhydride. The solid which precipitated on cooling was filtered off under suction and the filtrate was concentrated. After treating the filtrate with ether, the precipitate which formed was filtered off under suction and the purified precipitates we...